Dataset: the Open Reaction Database (ORD), a public repository of structured organic reaction records. Task: describe an organic reaction: reactants, conditions, products, and yield The reactants are O1CCOC12CN(CC2)[C@@H]2[C@H](CCCC2)O ((1S,2S)-2-(1,4-dioxa-7-azaspiro[4.4]non-7-yl)cyclohexanol), C1(CCCCC1)CCCBr (3-(cyclohexyl)propyl bromide), O (water), [H-].[Na+] (sodium hydride). The solvent is CN(C=O)C (dimethylformamide), CN(C=O)C (dimethylformamide), CN(C=O)C (dimethylformamide). Run at time 30 minute. Yields the product O1CCOC12CN(CC2)[C@@H]2[C@H](CCCC2)OCCCC2CCCCC2 ((1S,2S)-2-[1,4-Dioxa-7-azaspiro[4.4]non-7-yl]-1-[3-(cyclohexyl)propoxy]cyclohexane). As a reaction SMILES: [H-].[Na+].[O:3]1[C:7]2([CH2:11][CH2:10][N:9]([C@H:12]3[CH2:17][CH2:16][CH2:15][CH2:14][C@@H:13]3[OH:18])[CH2:8]2)[O:6][CH2:5][CH2:4]1.[CH:19]1([CH2:25][CH2:26][CH2:27]Br)[CH2:24][CH2:23][CH2:22][CH2:21][CH2:20]1.O>CN(C)C=O>[O:6]1[C:7]2([CH2:11][CH2:10][N:9]([C@H:12]3[CH2:17][CH2:16][CH2:15][CH2:14][C@@H:13]3[O:18][CH2:27][CH2:26][CH2:25][CH:19]3[CH2:24][CH2:23][CH2:22][CH2:21][CH2:20]3)[CH2:8]2)[O:3][CH2:4][CH2:5]1 |f:0.1|. Procedure: To a suspension of sodium hydride (200 mg, 8.33 mmol) in anhydrous dimethylformamide (20 mL) was added a solution of (1R,2R)/(1S,2S)-2-(1,4-dioxa-7-azaspiro[4.4]non-7-yl)cyclohexanol (1.5 g, 6.6 mmol) in anhydrous dimethylformamide (10 mL). The resulting mixture was stirred at room temperature for 30 min. and then a solution of 3-(cyclohexyl)propyl bromide (1.67 g, 8.15 mmols) in anhydrous dimethylformamide was quickly added. The reaction mixture was stirred at room temperature for 16 hours. The... Starting materials: COC(=O)CCC(=O)Nc1ccc(C(=O)N2c3ccccc3C(N(C(C)=O)c3ccc(Cl)cc3)CC2C)cc1, [H-], CI, [Na+], CN(C)C=O. Yields the product COC(=O)CCC(=O)N(C)c1ccc(C(=O)N2c3ccccc3C(N(C(C)=O)c3ccc(Cl)cc3)CC2C)cc1. Reaction SMILES: [CH3:1][O:2][C:3]([CH2:4][CH2:5][C:6](=[O:7])[NH:8][c:9]1[cH:10][cH:11][c:12]([C:15](=[O:16])[N:17]2[CH:18]([CH3:38])[CH2:19][CH:20]([N:27]([c:28]3[cH:29][cH:30][c:31]([Cl:34])[cH:32][cH:33]3)[C:35]([CH3:36])=[O:37])[c:21]3[cH:22][cH:23][cH:24][cH:25][c:26]32)[cH:13][cH:14]1)=[O:39].[H-:40].[I:42][CH3:43].[Na+:41].[O:44]=[CH:45][N:46]([CH3:47])[CH3:48]>>[CH3:1][O:2][C:3]([CH2:4][CH2:5][C:6](=[O:7])[N:8]([c:9]1[cH:10][cH:11][c:12]([C:15](=[O:16])[N:17]2[CH:18]([CH3:38])[CH2:19][CH:20]([N:27]([c:28]3[cH:29][cH:30][c:31]([Cl:34])[cH:32][cH:33]3)[C:35]([CH3:36])=[O:37])[c:21]3[cH:22][cH:23][cH:24][cH:25][c:26]32)[cH:13][cH:14]1)[CH3:43])=[O:39]. The reactants are ClC=1N=C(C2=CC=CC=C2C1C=NO)C1=CC=CC=C1 (3-Chloro-1-phenyl-isoquinoline-4-aldoxime). As a reaction SMILES: [Cl:1][C:2]1[N:3]=[C:4]([C:15]2[CH:20]=[CH:19][CH:18]=[CH:17][CH:16]=2)[C:5]2[C:10]([C:11]=1[CH:12]=[N:13]O)=[CH:9][CH:8]=[CH:7][CH:6]=2>N.[Ni]>[NH2:13][CH2:12][C:11]1[C:10]2[C:5](=[CH:6][CH:7]=[CH:8][CH:9]=2)[C:4]([C:15]2[CH:16]=[CH:17][CH:18]=[CH:19][CH:20]=2)=[N:3][C:2]=1[Cl:1]. The reagents and catalysts are [Ni] (Raney-nickel). Procedure details: 12.5 g 3-Chloro-1-phenyl-isoquinoline-4-aldoxime are hydrogenated in 500 ml of methanolic ammonia in the presence of 30 g of prehydrogenated Raney-nickel, at room temperature and under atmospheric pressure. After 30 minutes, the precipitate is filtered off from the catalyst, the solution is concentrated and the residue is chromatographed on 200 g of silica gel using a mixture of chloroform and methanol (8:2). 2.5 g 4-Aminomethyl-3-chloro-1-phenyl-isoquinoline having a melting point from 101° to ... Run in N (ammonia). Yields the product NCC1=C(N=C(C2=CC=CC=C12)C1=CC=CC=C1)Cl (4-Aminomethyl-3-chloro-1-phenyl-isoquinoline). Yield: 21.0%. Reaction conditions: time 30 minute. Reactants: Clc1ccccc1-c1nsnc1Br, CN1CCN(C)C1=O, N#C[Cu]C#N, O. Product: N#Cc1nsnc1-c1ccccc1Cl. As a reaction SMILES: [Br:1][c:2]1[n:3][s:4][n:5][c:6]1-[c:7]1[c:8]([Cl:13])[cH:9][cH:10][cH:11][cH:12]1.[CH3:20][N:21]1[CH2:22][CH2:23][N:24]([CH3:25])[C:26]1=[O:27].[Cu:14]([C:15]#[N:16])[C:17]#[N:18].[OH2:19]>>[c:2]1([C:15]#[N:16])[n:3][s:4][n:5][c:6]1-[c:7]1[c:8]([Cl:13])[cH:9][cH:10][cH:11][cH:12]1. Reactants: [Mg] (magnesium), BrC1=C(C=CC=C1)C (2-bromotoluene), [Cl-].[NH4+] (ammonium chloride), C1(CC1)C(=O)C=1N(C=CC1)C (cyclopropyl-(N-methylpyrrol-2-yl)ketone). The solvent is O1CCCC1 (tetrahydrofuran), O1CCCC1 (tetrahydrofuran), O1CCCC1 (tetrahydrofuran). Run at time 8 hour. Product: C1(CC1)C(O)(C=1N(C=CC1)C)C1=C(C=CC=C1)C (Cyclopropyl-(2-methylphenyl)-(N-methylpyrrol-2-yl)methanol). Isolated yield 96.1%. Reaction SMILES: [Mg].Br[C:3]1[CH:8]=[CH:7][CH:6]=[CH:5][C:4]=1[CH3:9].[CH:10]1([C:13]([C:15]2[N:16]([CH3:20])[CH:17]=[CH:18][CH:19]=2)=[O:14])[CH2:12][CH2:11]1.[Cl-].[NH4+]>O1CCCC1>[CH:10]1([C:13]([C:3]2[CH:8]=[CH:7][CH:6]=[CH:5][C:4]=2[CH3:9])([C:15]2[N:16]([CH3:20])[CH:17]=[CH:18][CH:19]=2)[OH:14])[CH2:11][CH2:12]1 |f:3.4|. Reported procedure: To a suspension of magnesium turnings (1.72 g, 0.071 mole) in anhydrous tetrahydrofuran (20 ml), 2-bromotoluene (12.1 g, 0.071 mole) in tetrahydrofuran (100 ml) was added dropwise under nitrogen. The reaction mixture was heated at reflux for 1 h after the initial exotherm had subsided before cyclopropyl-(N-methylpyrrol-2-yl)ketone (7.1 g, 0.047 mole) (J. Org. Chem., (1971), 36, 2897; J.Org.Chem. (1980), 45, 3172) in anhydrous tetrahydrofuran (100 ml) was introduced. After heating the reaction mi... Reported procedure: A mixture of 2-methyl-4,6-Bis-(dibromomethyl)-s-triazine (0.4 g, 0.91 mmol) and morpholine (8 mL) was stirred at room temperature for 2 days and then heated to 70-80° C. and stirred for an additional 2 hours. The precipitate was filtered and the filtrate was evaporated under reduced pressure to remove the excess morpholine. The solid residue was recrystallized from ethyl acetate giving 0.40 g (95%) of the title compound as big cubic colorless crystals. Conditions: time 2 day. Reactants: CC1=NC(=NC(=N1)C(Br)Br)C(Br)Br (2-methyl-4,6-Bis-(dibromomethyl)-s-triazine), N1CCOCC1 (morpholine). The product is CC1=NC(=NC(=N1)C(N1CCOCC1)N1CCOCC1)C(N1CCOCC1)N1CCOCC1 (6-Methyl-2,4-bis(dimorpholinomethyl)-s-triazine). Reaction SMILES: [CH3:1][C:2]1[N:7]=[C:6]([CH:8](Br)Br)[N:5]=[C:4]([CH:11](Br)Br)[N:3]=1.[NH:14]1[CH2:19][CH2:18][O:17][CH2:16][CH2:15]1>>[CH3:1][C:2]1[N:7]=[C:6]([CH:8]([N:14]2[CH2:19][CH2:18][O:17][CH2:16][CH2:15]2)[N:14]2[CH2:19][CH2:18][O:17][CH2:16][CH2:15]2)[N:5]=[C:4]([CH:11]([N:14]2[CH2:19][CH2:18][O:17][CH2:16][CH2:15]2)[N:14]2[CH2:19][CH2:18][O:17][CH2:16][CH2:15]2)[N:3]=1. Reactants: BrCC1=NC2=CC(=C(C=C2C(=C1C(CCCCC)=O)C1=CC(=C(C=C1)OC)OC)OC)OC (2-bromomethyl-4-(3,4-dimethoxyphenyl)-6,7-dimethoxy-3-hexanoylquinoline), C(C)NCC (diethylamine). The product is C(C)N(CC)CC1=NC2=CC(=C(C=C2C(=C1C(CCCCC)=O)C1=CC(=C(C=C1)OC)OC)OC)OC (2-(N,N-diethylaminomethyl)-4-(3,4-dimethoxyphenyl)-3-hexanoyl-6,7-dimethoxyquinoline). As a reaction SMILES: Br[CH2:2][C:3]1[C:12]([C:13](=[O:19])[CH2:14][CH2:15][CH2:16][CH2:17][CH3:18])=[C:11]([C:20]2[CH:25]=[CH:24][C:23]([O:26][CH3:27])=[C:22]([O:28][CH3:29])[CH:21]=2)[C:10]2[C:5](=[CH:6][C:7]([O:32][CH3:33])=[C:8]([O:30][CH3:31])[CH:9]=2)[N:4]=1.[CH2:34]([NH:36][CH2:37][CH3:38])[CH3:35]>>[CH2:34]([N:36]([CH2:2][C:3]1[C:12]([C:13](=[O:19])[CH2:14][CH2:15][CH2:16][CH2:17][CH3:18])=[C:11]([C:20]2[CH:25]=[CH:24][C:23]([O:26][CH3:27])=[C:22]([O:28][CH3:29])[CH:21]=2)[C:10]2[C:5](=[CH:6][C:7]([O:32][CH3:33])=[C:8]([O:30][CH3:31])[CH:9]=2)[N:4]=1)[CH2:37][CH3:38])[CH3:35]. Reported procedure: According to the same manner as that described in Example 1, 2-bromomethyl-4-(3,4-dimethoxyphenyl)-6,7-dimethoxy-3-hexanoylquinoline was reacted with diethylamine to give 2-(N,N-diethylaminomethyl)-4-(3,4-dimethoxyphenyl)-3-hexanoyl-6,7-dimethoxyquinoline. This compound was recrystallized from ethyl acetate - hexane to give colorless prisms. mp. 104°-106° C. Starting materials: [CH3], C[N+]1([O-])CCOCC1, ClCCl, CCCOc1cc2c(cc1C(C)=CCO)C(C)(C)CCC2(C)C. Yields the product CCCOc1cc2c(cc1C(C)=CC=O)C(C)(C)CCC2(C)C. As a reaction SMILES: [CH3:1].[CH3:25][N+:26]1([O-:32])[CH2:27][CH2:28][O:29][CH2:30][CH2:31]1.[Cl:33][CH2:34][Cl:35].[OH:2][CH2:3][CH:4]=[C:5]([CH3:6])[c:7]1[c:8]([O:21][CH2:22][CH2:23][CH3:24])[cH:9][c:10]2[c:15]([cH:16]1)[C:14]([CH3:17])([CH3:18])[CH2:13][CH2:12][C:11]2([CH3:19])[CH3:20]>>[O:2]=[CH:3][CH:4]=[C:5]([CH3:6])[c:7]1[c:8]([O:21][CH2:22][CH2:23][CH3:24])[cH:9][c:10]2[c:15]([cH:16]1)[C:14]([CH3:17])([CH3:18])[CH2:13][CH2:12][C:11]2([CH3:19])[CH3:20]. The reactants are CC(=O)OC(C)=O, CC(C)(C)OC(=O)N1CCN(c2nccnc2OCCOc2cccc3ccc(N)nc23)CC1, c1ccncc1. The product is CC(=O)Nc1ccc2cccc(OCCOc3nccnc3N3CCN(C(=O)OC(C)(C)C)CC3)c2n1. As a reaction SMILES: [CH3:35][C:36](=[O:37])[O:38][C:39]([CH3:40])=[O:41].[NH2:1][c:2]1[n:3][c:4]2[c:5]([O:12][CH2:13][CH2:14][O:15][c:16]3[c:17]([N:22]4[CH2:23][CH2:24][N:25]([C:28](=[O:29])[O:30][C:31]([CH3:32])([CH3:33])[CH3:34])[CH2:26][CH2:27]4)[n:18][cH:19][cH:20][n:21]3)[cH:6][cH:7][cH:8][c:9]2[cH:10][cH:11]1.[cH:42]1[cH:43][cH:44][n:45][cH:46][cH:47]1>>[NH:1]([c:2]1[n:3][c:4]2[c:5]([O:12][CH2:13][CH2:14][O:15][c:16]3[c:17]([N:22]4[CH2:23][CH2:24][N:25]([C:28](=[O:29])[O:30][C:31]([CH3:32])([CH3:33])[CH3:34])[CH2:26][CH2:27]4)[n:18][cH:19][cH:20][n:21]3)[cH:6][cH:7][cH:8][c:9]2[cH:10][cH:11]1)[C:36]([CH3:35])=[O:37]. The reactants are C([O-])([O-])=O.[Na+].[Na+] (Sodium carbonate), C(C)OCC (diethyl ether), C(C)(=O)NC=1SC(=C(N1)C)C1=CC=C(C=C1)S(=O)(=O)Cl (4-(2-Acetylamino-4-methyl-thiazol-5-yl)-benzenesulfonyl chloride), N (ammonia). Solvent: O1CCOCC1 (dioxane), O1CCOCC1 (dioxane). Product: CC=1N=C(SC1C1=CC=C(C=C1)S(N)(=O)=O)NC(C)=O (N-[4-methyl-5-(4-sulfamoyl-phenyl)-thiazol-2-yl]-acetamide). As a reaction SMILES: [C:1]([NH:4][C:5]1[S:6][C:7]([C:11]2[CH:16]=[CH:15][C:14]([S:17](Cl)(=[O:19])=[O:18])=[CH:13][CH:12]=2)=[C:8]([CH3:10])[N:9]=1)(=[O:3])[CH3:2].C(=O)([O-])[O-].[Na+].[Na+].[NH3:27].C(OCC)C>O1CCOCC1>[CH3:10][C:8]1[N:9]=[C:5]([NH:4][C:1](=[O:3])[CH3:2])[S:6][C:7]=1[C:11]1[CH:16]=[CH:15][C:14]([S:17](=[O:19])(=[O:18])[NH2:27])=[CH:13][CH:12]=1 |f:1.2.3|. Procedure details: 4-(2-Acetylamino-4-methyl-thiazol-5-yl)-benzenesulfonyl chloride (3a) (3.8 g, 11.5 mmol) is dissolved in dioxane (50 ml) with stirring. Sodium carbonate (2.45 g, 23 mmol) is added followed by a solution of ammonia in dioxane (50 ml, 0.75 M). After stirring for 2 hours at room temperature diethyl ether (120 ml) is added and the solid precipitate is removed by filtration. The solid is stirred in tetrahydrofuran (200 ml) and the mixture is then filtered through Celite™ filter material to remove ino...